This data is from the Open Reaction Database (ORD), a public repository of structured organic reaction records. The task is: describe an organic reaction: reactants, conditions, products, and yield Reactants: C(C1=CC=CC=C1)N1CC(NCC1)CC (1-Benzyl-3-ethylpiperazine), 35Cl 37Cl, ClC1=NC(=CN=C1)Cl (2,6-dichloropyrazine), C(=O)([O-])[O-].[K+].[K+] (K2CO3). Product: C(C1=CC=CC=C1)N1CC(N(CC1)C1=NC(=CN=C1)Cl)CC (4-Benzyl-1-(6-chloro-2-pyrazinyl)-2-ethylpiperazine). RXN SMILES: [CH2:1]([N:8]1[CH2:13][CH2:12][NH:11][CH:10]([CH2:14][CH3:15])[CH2:9]1)[C:2]1[CH:7]=[CH:6][CH:5]=[CH:4][CH:3]=1.[Cl:16][C:17]1[CH:22]=[N:21][CH:20]=[C:19](Cl)[N:18]=1.C([O-])([O-])=O.[K+].[K+]>>[CH2:1]([N:8]1[CH2:13][CH2:12][N:11]([C:19]2[CH:20]=[N:21][CH:22]=[C:17]([Cl:16])[N:18]=2)[CH:10]([CH2:14][CH3:15])[CH2:9]1)[C:2]1[CH:3]=[CH:4][CH:5]=[CH:6][CH:7]=1 |f:2.3.4|. Reported procedure: The title compound was prepared according to the procedure of example 39, step 2, starting from the product obtained in step 1 above (4.60 g, 22.5 mmol), 2,6-dichloropyrazine (3.90 g, 26.2 mmol) and K2CO3 (6.22 g, 45.0 mmol). Yield: 6.15 g (86%). MS m/z 316/318 (M)+ (35Cl/37Cl-isotope pattern). HRMS m/z calcd for C17H21ClN4 (M)+ 316.1455, found 316.1455. Reactants: NC=1C(=NC=NC1Cl)S (5-Amino-6-chloropyrimidine-4-thiol), C(C)OC(OCC)OCC (triethoxy methane). Yields the product ClC=1C2=C(N=CN1)SC=N2 (7-chlorothiazolo[5,4-d]pyrimidine). RXN SMILES: [NH2:1][C:2]1[C:3]([SH:9])=[N:4][CH:5]=[N:6][C:7]=1[Cl:8].[CH2:10](OC(OCC)OCC)C>>[Cl:8][C:7]1[C:2]2[N:1]=[CH:10][S:9][C:3]=2[N:4]=[CH:5][N:6]=1. Procedure details: 5-Amino-6-chloropyrimidine-4-thiol (E-3) (14.0 g, 86.9 mmol) is dissolved in triethoxy methane (180 mL) and the resulting mixture is stirred at reflux for 3 h. The mixture is allowed to cool to RT and then concentrated in vacuo. The residue is purified by flash column chromatography on silica gel (5-10% ethyl acetate-petro ether) to afford the product, 7-chlorothiazolo[5,4-d]pyrimidine (E-4).